This data is from the Open Reaction Database (ORD), a public repository of structured organic reaction records. The task is: describe an organic reaction: reactants, conditions, products, and yield Starting materials: [C-]#N.[Na+] (Sodium cyanide), ClC1=C(C=CC=C1)N1C2=NC(=NC(=C2N=C1)N1CCOCC1)S(=O)(=O)CCC (9-(2-Chlorophenyl)-6-morpholin-4-yl-2-(propylsulfonyl)-9H-purine). Solvent: CS(=O)C (dimethylsulphoxide). Run at temperature 60 celsius. Yields the product ClC1=C(C=CC=C1)N1C2=NC(=NC(=C2N=C1)N1CCOCC1)C#N (9-(2-Chlorophenyl)-6-morpholin-4-yl-9H-purine-2-carbonitrile). RXN SMILES: [C-:1]#[N:2].[Na+].[Cl:4][C:5]1[CH:10]=[CH:9][CH:8]=[CH:7][C:6]=1[N:11]1[CH:19]=[N:18][C:17]2[C:12]1=[N:13][C:14](S(CCC)(=O)=O)=[N:15][C:16]=2[N:20]1[CH2:25][CH2:24][O:23][CH2:22][CH2:21]1>CS(C)=O>[Cl:4][C:5]1[CH:10]=[CH:9][CH:8]=[CH:7][C:6]=1[N:11]1[CH:19]=[N:18][C:17]2[C:12]1=[N:13][C:14]([C:1]#[N:2])=[N:15][C:16]=2[N:20]1[CH2:21][CH2:22][O:23][CH2:24][CH2:25]1 |f:0.1|. Reported procedure: Sodium cyanide (0.086 g) was added to a solution of the product from step (v) (0.74 g) in dimethylsulphoxide (10 ml) and heated at 60° C. for 36 h. The mixture was partitioned between ethyl acetate and brine, the organics washed with brine, dried (MgSO4) and evaporated under reduced pressure. The residue was purified by chromatography on silica eluting with 16% ethyl acetate in toluene. Yield 0.152 g The reactants are CC#N, CCN(C(C)C)C(C)C, COc1cc(Cl)c(N)cc1OCc1c(F)cccc1OC, COc1nc(Cl)nc(Cl)c1[N+](=O)[O-], O. The product is COc1cc(Cl)c(Nc2nc(Cl)nc(OC)c2[N+](=O)[O-])cc1OCc1c(F)cccc1OC. As a reaction SMILES: [CH3:45][C:46]#[N:47].[CH:35]([N:36]([CH2:37][CH3:38])[CH:39]([CH3:40])[CH3:41])([CH3:42])[CH3:43].[Cl:14][c:15]1[c:16]([NH2:17])[cH:18][c:19]([O:24][CH2:25][c:26]2[c:27]([F:34])[cH:28][cH:29][cH:30][c:31]2[O:32][CH3:33])[c:20]([O:22][CH3:23])[cH:21]1.[Cl:1][c:2]1[n:3][c:4]([O:12][CH3:13])[c:5]([N+:9](=[O:10])[O-:11])[c:6]([Cl:8])[n:7]1.[OH2:44]>>[Cl:1][c:2]1[n:3][c:4]([O:12][CH3:13])[c:5]([N+:9](=[O:10])[O-:11])[c:6]([NH:17][c:16]2[c:15]([Cl:14])[cH:21][c:20]([O:22][CH3:23])[c:19]([O:24][CH2:25][c:26]3[c:27]([F:34])[cH:28][cH:29][cH:30][c:31]3[O:32][CH3:33])[cH:18]2)[n:7]1. The reactants are C(C)(C)OC(C)C (diisopropyl ether), C1(=CC=CC=C1)CC(=O)N[C@H]1[C@@H]2N(C(=C(CS2)C=2SC(=C(N2)C)CC(N)=O)C(=S)OC(C2=CC=CC=C2)C2=CC=CC=C2)C1=O (benzhydryl 7β-(2-phenylacetamido)-3-(5-carbamoylmethyl-4-methylthiazol-2-yl)thio-3-cephem-4-carboxylate), C1(=CC=CC=C1)OC (anisole), FC(C(=O)O)(F)F (trifluoroacetic acid). Run in ClCCl (dichloromethane). Conditions: time 1 hour. Product: C1(=CC=CC=C1)CC(=O)N[C@H]1[C@@H]2N(C(=C(CS2)C=2SC(=C(N2)C)CC(N)=O)C(=S)O)C1=O (7β-(2-phenylacetamido)-3-(5-carbamoylmethyl-4-methylthiazol-2-yl)thio-3-cephem-4-carboxylic acid). Isolated yield 74.5%. RXN SMILES: [C:1]1([CH2:7][C:8]([NH:10][C@@H:11]2[C:44](=[O:45])[N:13]3[C:14]([C:28]([O:30]C(C4C=CC=CC=4)C4C=CC=CC=4)=[S:29])=[C:15]([C:18]4[S:19][C:20]([CH2:24][C:25](=[O:27])[NH2:26])=[C:21]([CH3:23])[N:22]=4)[CH2:16][S:17][C@H:12]23)=[O:9])[CH:6]=[CH:5][CH:4]=[CH:3][CH:2]=1.C1(OC)C=CC=CC=1.FC(F)(F)C(O)=O.C(OC(C)C)(C)C>ClCCl>[C:1]1([CH2:7][C:8]([NH:10][C@@H:11]2[C:44](=[O:45])[N:13]3[C:14]([C:28]([OH:30])=[S:29])=[C:15]([C:18]4[S:19][C:20]([CH2:24][C:25](=[O:27])[NH2:26])=[C:21]([CH3:23])[N:22]=4)[CH2:16][S:17][C@H:12]23)=[O:9])[CH:6]=[CH:5][CH:4]=[CH:3][CH:2]=1. Procedure: To a mixture of benzhydryl 7β-(2-phenylacetamido)-3-(5-carbamoylmethyl-4-methylthiazol-2-yl)thio-3-cephem-4-carboxylate (0.80 g), anisole (0.80 ml) and dichloromethane (2.40 ml) was added trifluoroacetic acid (1.60 ml) at 15° C. After stirring at room temperature for 1 hour, the solution was poured into diisopropyl ether. The resulting precipitate was collected by filtration, added to a mixture of tetrahydrofuran and water, and adjusted to pH 7.5 with an aqueous sodium bicarbonate. The separated... Reactants: ClC=1C=CC2=C(CCC3=C(C2=O)C=CC=C3O)C1 (8-chloro-1-hydroxy-10,11-dihydrodibenzo[a,d]cyclohepten-5-one), Cl.ClCCN1CCOCC1 (4-(2-chloroethyl)morpholine hydrochloride), C(=O)([O-])[O-].[K+].[K+] (K2CO3). Solvent: C(C)#N (acetonitrile). Product: ClC=1C=CC2=C(CCC3=C(C2=O)C=CC=C3OCCN3CCOCC3)C1 (8-Chloro-1-(2-morpholin-4-yl-ethoxy)-10,11-dihydrodibenzo[a,d]cyclohepten-5-one). RXN SMILES: [Cl:1][C:2]1[CH:3]=[CH:4][C:5]2[C:11](=[O:12])[C:10]3[CH:13]=[CH:14][CH:15]=[C:16]([OH:17])[C:9]=3[CH2:8][CH2:7][C:6]=2[CH:18]=1.Cl.Cl[CH2:21][CH2:22][N:23]1[CH2:28][CH2:27][O:26][CH2:25][CH2:24]1.C([O-])([O-])=O.[K+].[K+]>C(#N)C>[Cl:1][C:2]1[CH:3]=[CH:4][C:5]2[C:11](=[O:12])[C:10]3[CH:13]=[CH:14][CH:15]=[C:16]([O:17][CH2:21][CH2:22][N:23]4[CH2:28][CH2:27][O:26][CH2:25][CH2:24]4)[C:9]=3[CH2:8][CH2:7][C:6]=2[CH:18]=1 |f:1.2,3.4.5|. Procedure: For the synthesis of the title compound, 0.44 g (1.69 mmol) of 8-chloro-1-hydroxy-10,11-dihydrodibenzo[a,d]cyclohepten-5-one, 0.345 g (1.86 mmol) of 4-(2-chloroethyl)morpholine hydrochloride and 0.93 g (6.75 mmol) of K2CO3 in 15 ml of acetonitrile are reacted by method Q. C21H21ClNO3 (Mr=371.87); GC 29.7 min The reactants are [Br-], CC(C)(C)OC(=O)N1CCCC(=O)CC1, C1CCOC1, CCOCC, [Mg+]c1ccc(Cl)cc1. The product is CC(C)(C)OC(=O)N1CCCC(O)(c2ccc(Cl)cc2)CC1. As a reaction SMILES: [Br-:16].[C:1]([CH3:2])([CH3:3])([CH3:4])[O:5][C:6](=[O:7])[N:8]1[CH2:9][CH2:10][C:11](=[O:15])[CH2:12][CH2:13][CH2:14]1.[CH2:30]1[O:31][CH2:32][CH2:33][CH2:34]1.[CH3:25][CH2:26][O:27][CH2:28][CH3:29].[Cl:17][c:18]1[cH:19][cH:20][c:21]([Mg+:24])[cH:22][cH:23]1>>[C:1]([CH3:2])([CH3:3])([CH3:4])[O:5][C:6](=[O:7])[N:8]1[CH2:9][CH2:10][C:11]([OH:15])([c:21]2[cH:20][cH:19][c:18]([Cl:17])[cH:23][cH:22]2)[CH2:12][CH2:13][CH2:14]1. Reactants: ClC1=CC2=C(C(=N1)C=1C=NC=C(C1)Cl)N(C(=N2)C(C)C2=NC=CC=C2F)C[C@@H]2CC[C@H](CC2)C (6-chloro-4-(5-chloropyridin-3-yl)-2-[1-(3-fluoropyridin-2-yl)ethyl]-3-[(trans-4-methylcyclohexyl)methyl]-3H-imidazo[4,5-c]pyridine), CN(C)C=O (DMF). The reagents and catalysts are [C-]#N.[Zn+2].[C-]#N (zinc cyanide). Run at temperature 140 celsius. Yields the product ClC=1C=C(C=NC1)C1=NC(=CC2=C1N(C(=N2)C(C)C2=NC=CC=C2F)C[C@@H]2CC[C@H](CC2)C)C#N (4-(5-chloropyridin-3-yl)-2-[1-(3-fluoropyridin-2-yl)ethyl]-3-[(trans-4-methylcyclohexyl)methyl]-3H-imidazo[4,5-c]pyridine-6-carbonitrile). As a reaction SMILES: Cl[C:2]1[N:7]=[C:6]([C:8]2[CH:9]=[N:10][CH:11]=[C:12]([Cl:14])[CH:13]=2)[C:5]2[N:15]([CH2:27][C@H:28]3[CH2:33][CH2:32][C@H:31]([CH3:34])[CH2:30][CH2:29]3)[C:16]([CH:18]([C:20]3[C:25]([F:26])=[CH:24][CH:23]=[CH:22][N:21]=3)[CH3:19])=[N:17][C:4]=2[CH:3]=1.[CH3:35][N:36](C=O)C>[C-]#N.[Zn+2].[C-]#N>[Cl:14][C:12]1[CH:13]=[C:8]([C:6]2[C:5]3[N:15]([CH2:27][C@H:28]4[CH2:33][CH2:32][C@H:31]([CH3:34])[CH2:30][CH2:29]4)[C:16]([CH:18]([C:20]4[C:25]([F:26])=[CH:24][CH:23]=[CH:22][N:21]=4)[CH3:19])=[N:17][C:4]=3[CH:3]=[C:2]([C:35]#[N:36])[N:7]=2)[CH:9]=[N:10][CH:11]=1 |f:2.3.4|. Reported procedure: To a stirred solution of 6-chloro-4-(5-chloropyridin-3-yl)-2-[1-(3-fluoropyridin-2-yl)ethyl]-3-[(trans-4-methylcyclohexyl)methyl]-3H-imidazo[4,5-c]pyridine (400 mg, 0.80 mmol) in DMF (16 mL) was added zinc cyanide (37.7 mg, 0.32 mmol), and the reaction was deoxygenated by purging with nitrogen for 10 minutes. 1,1′-Bis(diphenylphosphino)ferrocene-palladium(II)dichloride dichloromethane complex (65.5 mg, 0.08 mmol) was added, and the reaction mixture was again deoxygenated for 5 minutes. The react... The yield is 166.7%. Reaction SMILES: C1(C)C=CC(S([N:10]2[CH2:15][C@@H:14]3[CH2:16][C@H:11]2[CH2:12][N:13]3[CH2:17][C:18]2[CH:23]=[CH:22][CH:21]=[CH:20][CH:19]=2)(=O)=O)=CC=1.Br>C(O)(=O)C>[CH2:17]([N:13]1[CH2:12][C@@H:11]2[CH2:16][C@H:14]1[CH2:15][NH:10]2)[C:18]1[CH:19]=[CH:20][CH:21]=[CH:22][CH:23]=1. The reactants are C1(=CC=C(C=C1)S(=O)(=O)N1[C@@H]2CN([C@H](C1)C2)CC2=CC=CC=C2)C ((1S,4S)-2-(4-toluenesulfonyl)-5-phenylmethyl-2,5-diazabicyclo[2.2.1]heptane), Br (hydrobromic acid). Product: C(C1=CC=CC=C1)N1[C@@H]2CN[C@H](C1)C2 ((1S,4S)-N-benzyl-2,5-diazabicyclo[2.2.1]heptane). Run at temperature 70 celsius. Solvent: C(C)(=O)O (acetic acid). Procedure: A mixture of (1S,4S)-2-(4-toluenesulfonyl)-5-phenylmethyl-2,5-diazabicyclo[2.2.1]heptane (54.9 g) in acetic acid (830 mL) containing hydrobromic acid (30% wt) was heated at 70° C. for 18 h. The reaction mixture was allowed to cool and concentrated under reduced pressure to a final volumen of ca. 300 mL. The precipitate that formed was filtered and washed with acetone to give (1S,4S)-N-benzyl-2,5-diazabicyclo[2.2.1]heptane (50.30 g 91.3%, m.p. 272-275° C.).